This data is from the Open Reaction Database (ORD), a public repository of structured organic reaction records. The task is: describe an organic reaction: reactants, conditions, products, and yield The reactants are CCOC(=O)C(=NOC1CCC(Cl)CC1)c1csc(NC(c2ccccc2)(c2ccccc2)c2ccccc2)n1, O=CO. Yields the product CCOC(=O)C(=NOC1CCC(Cl)CC1)c1csc(N)n1. Reaction SMILES: [C:1]([c:2]1[cH:3][cH:4][cH:5][cH:6][cH:7]1)([c:8]1[cH:9][cH:10][cH:11][cH:12][cH:13]1)([c:14]1[cH:15][cH:16][cH:17][cH:18][cH:19]1)[NH:20][c:21]1[s:22][cH:23][c:24]([C:26]([C:27](=[O:28])[O:29][CH2:30][CH3:31])=[N:32][O:33][CH:34]2[CH2:35][CH2:36][CH:37]([Cl:40])[CH2:38][CH2:39]2)[n:25]1.[CH:41]([OH:42])=[O:43]>>[NH2:20][c:21]1[s:22][cH:23][c:24]([C:26]([C:27](=[O:28])[O:29][CH2:30][CH3:31])=[N:32][O:33][CH:34]2[CH2:35][CH2:36][CH:37]([Cl:40])[CH2:38][CH2:39]2)[n:25]1. Reactants: C(C)N(C(C)C)C(C)C (ethyl diisopropylamine), O[C@H](C)[C@@H]1C2SC(C(N2C1=O)C(=O)OCC1=CC=C(C=C1)[N+](=O)[O-])=S (4-nitrobenzyl 6(S)-[1(R)-hydroxyethyl]-7-oxo-3-thioxo-4-thia-1-azabicyclo[3,2,0]heptane-2-carboxylate), ICC (iodoethane). Solvent: O1CCCC1 (tetrahydrofuran). Run at time 16 hour. Yields the product C(C)SC1=C(N2C([C@@H](C2S1)[C@@H](C)O)=O)C(=O)OCC1=CC=C(C=C1)[N+](=O)[O-] (4-Nitrobenzyl 3-ethylthio-6(S)-[1(R)hydroxyethyl]-7-oxo-4-thia-1-azabicyclo[3,2,0]hept-2-en-2-carboxylate). RXN SMILES: [CH2:1](N(C(C)C)C(C)C)[CH3:2].[OH:10][C@@H:11]([C@H:13]1[C:19](=[O:20])[N:18]2[CH:14]1[S:15][C:16](=[S:34])[CH:17]2[C:21]([O:23][CH2:24][C:25]1[CH:30]=[CH:29][C:28]([N+:31]([O-:33])=[O:32])=[CH:27][CH:26]=1)=[O:22])[CH3:12].ICC>O1CCCC1>[CH2:1]([S:34][C:16]1[S:15][CH:14]2[N:18]([C:19](=[O:20])[C@@H:13]2[C@H:11]([OH:10])[CH3:12])[C:17]=1[C:21]([O:23][CH2:24][C:25]1[CH:30]=[CH:29][C:28]([N+:31]([O-:33])=[O:32])=[CH:27][CH:26]=1)=[O:22])[CH3:2]. Reported procedure: To 0.200 ml of ethyl diisopropylamine was added to 0.426 g of 4-nitrobenzyl 6(S)-[1(R)-hydroxyethyl]-7-oxo-3-thioxo-4-thia-1-azabicyclo[3,2,0]heptane-2-carboxylate in dry tetrahydrofuran with stirring. 0.252 ml of iodoethane was then added and stirring was continued for 16 hours at room temperature. The reaction mixture was then evaporated to dryness and chromatographed on silica gel, eluting with ethyl acetate/hexane mixtures, to give the title product as a mixture of 5R and 5S isomers.